Dataset: the Open Reaction Database (ORD), a public repository of structured organic reaction records. Task: describe an organic reaction: reactants, conditions, products, and yield Reactants: [Au], ClCCl, COC(=O)c1c(S(=O)(=O)NC(C)(C)C)ccn1C, O=C(O)C(F)(F)F. Yields the product COC(=O)c1c(S(N)(=O)=O)ccn1C. RXN SMILES: [Au:29].[CH2:26]([Cl:27])[Cl:28].[CH3:1][C:2]([CH3:3])([CH3:4])[NH:5][S:6](=[O:7])(=[O:8])[c:9]1[c:10]([C:15](=[O:16])[O:17][CH3:18])[n:11]([CH3:14])[cH:12][cH:13]1.[OH:19][C:20]([C:21]([F:22])([F:23])[F:24])=[O:25]>>[NH2:5][S:6](=[O:7])(=[O:8])[c:9]1[c:10]([C:15](=[O:16])[O:17][CH3:18])[n:11]([CH3:14])[cH:12][cH:13]1. The reactants are C(#C)C1=CC=C(C=C1)CCC(=O)OC (methyl 3-(4-ethynylphenyl)propanoate), IC=1C=C(C#N)C=CC1 (3-iodobenzonitrile). The product is C(#N)C=1C=C(C=CC1)C#CC1=CC=C(C=C1)CCC(=O)OC (Methyl 3-(4-((3-cyanophenyl)ethynyl)phenyl)propanoate), orange-brown solid. Isolated yield 58.0%. RXN SMILES: [C:1]([C:3]1[CH:8]=[CH:7][C:6]([CH2:9][CH2:10][C:11]([O:13][CH3:14])=[O:12])=[CH:5][CH:4]=1)#[CH:2].I[C:16]1[CH:17]=[C:18]([CH:21]=[CH:22][CH:23]=1)[C:19]#[N:20]>>[C:19]([C:18]1[CH:17]=[C:16]([C:2]#[C:1][C:3]2[CH:8]=[CH:7][C:6]([CH2:9][CH2:10][C:11]([O:13][CH3:14])=[O:12])=[CH:5][CH:4]=2)[CH:23]=[CH:22][CH:21]=1)#[N:20]. Procedure: The title compound was prepared from methyl 3-(4-ethynylphenyl)propanoate (103 mg, 0.55 mmol) and 3-iodobenzonitrile (134 mg, 0.59 mmol) according to the general procedure IC to give 68 mg (58%) of an orange-brown solid after purification by flash chromatography (SiO2, EtOAc/hexanes, 1:5). Rf: 0.26 (EtOAc:hexanes, 1:5); 1HNMR (CDCl3) δ 7.79-7.78 (m, 1H), 7.73-7.70 (m, 1H), 7.61-7.57 (m, 1H), 7.48-7.43 (m, 3H), 7.22-7.18 (m, 2H), 3.67 (s, 3H), 3.00-2.95 (t, 2H, J=7.8 Hz), 2.67-2.62 (t, 2H, J=7.8 ... Starting materials: C1COCCO1, CN(C)CCN, Clc1nc(N2CCOCC2)c2sc(I)cc2n1, I[Cu]I, O=C1NCCO1. The product is O=C1OCCN1c1cc2nc(Cl)nc(N3CCOCC3)c2s1. Reaction SMILES: [CH2:30]1[O:31][CH2:32][CH2:33][O:34][CH2:35]1.[CH3:24][N:25]([CH3:26])[CH2:27][CH2:28][NH2:29].[Cl:1][c:2]1[n:3][c:4]([N:12]2[CH2:13][CH2:14][O:15][CH2:16][CH2:17]2)[c:5]2[c:6]([n:7]1)[cH:8][c:9]([I:11])[s:10]2.[Cu:36]([I:37])[I:38].[O:18]1[C:19](=[O:23])[NH:20][CH2:21][CH2:22]1>>[Cl:1][c:2]1[n:3][c:4]([N:12]2[CH2:13][CH2:14][O:15][CH2:16][CH2:17]2)[c:5]2[c:6]([n:7]1)[cH:8][c:9]([N:20]1[C:19](=[O:23])[O:18][CH2:22][CH2:21]1)[s:10]2. The reactants are CCCC[Sn](CCCC)(CCCC)c1cc(SC)ncn1, Clc1nccnc1Cl, CC(=O)[O-], CC(=O)[O-], C1COCCO1, [Pd+2], c1ccc(P(c2ccccc2)c2ccccc2)cc1. Yields the product CSc1cc(-c2nccnc2Cl)ncn1. Reaction SMILES: [CH3:1][S:2][c:3]1[n:4][cH:5][n:6][c:7]([Sn:9]([CH2:10][CH2:11][CH2:12][CH3:13])([CH2:14][CH2:15][CH2:16][CH3:17])[CH2:18][CH2:19][CH2:20][CH3:21])[cH:8]1.[Cl:22][c:23]1[n:24][cH:25][cH:26][n:27][c:28]1[Cl:29].[O-:56][C:57]([CH3:58])=[O:59].[O-:60][C:61]([CH3:62])=[O:63].[O:49]1[CH2:50][CH2:51][O:52][CH2:53][CH2:54]1.[Pd+2:55].[c:30]1([P:31]([c:32]2[cH:33][cH:34][cH:35][cH:36][cH:37]2)[c:38]2[cH:39][cH:40][cH:41][cH:42][cH:43]2)[cH:44][cH:45][cH:46][cH:47][cH:48]1>>[CH3:1][S:2][c:3]1[n:4][cH:5][n:6][c:7](-[c:28]2[c:23]([Cl:22])[n:24][cH:25][cH:26][n:27]2)[cH:8]1.